Dataset: the Open Reaction Database (ORD), a public repository of structured organic reaction records. Task: describe an organic reaction: reactants, conditions, products, and yield Yield: 44.6%. Reported procedure: Using 1-(4-fluorophenylsulfonyl)-5-(4-methoxyphenyl)-1H-pyrrole-3-carbaldehyde (0.28 g), methylammonium chloride (0.62 g) and sodium cyanoborohydride (0.15 g), a procedure as in Example 6 was performed to give the title compound as a colorless oil (yield 0.13 g, 44%). Yields the product FC1=CC=C(C=C1)S(=O)(=O)N1C=C(C=C1C1=CC=C(C=C1)OC)CNC (1-[1-[(4-Fluorophenyl)sulfonyl]-5-(4-methoxyphenyl)-1H-pyrrol-3-yl]-N-methylmethanamine). Starting materials: FC1=CC=C(C=C1)S(=O)(=O)N1C=C(C=C1C1=CC=C(C=C1)OC)C=O (1-(4-fluorophenylsulfonyl)-5-(4-methoxyphenyl)-1H-pyrrole-3-carbaldehyde), [Cl-].C[NH3+] (methylammonium chloride), C(#N)[BH3-].[Na+] (sodium cyanoborohydride). As a reaction SMILES: [F:1][C:2]1[CH:7]=[CH:6][C:5]([S:8]([N:11]2[C:15]([C:16]3[CH:21]=[CH:20][C:19]([O:22][CH3:23])=[CH:18][CH:17]=3)=[CH:14][C:13]([CH:24]=O)=[CH:12]2)(=[O:10])=[O:9])=[CH:4][CH:3]=1.[Cl-].C[NH3+].[C:29]([BH3-])#[N:30].[Na+]>>[F:1][C:2]1[CH:7]=[CH:6][C:5]([S:8]([N:11]2[C:15]([C:16]3[CH:21]=[CH:20][C:19]([O:22][CH3:23])=[CH:18][CH:17]=3)=[CH:14][C:13]([CH2:24][NH:30][CH3:29])=[CH:12]2)(=[O:10])=[O:9])=[CH:4][CH:3]=1 |f:1.2,3.4|.